From a dataset of the Open Reaction Database (ORD), a public repository of structured organic reaction records. describe an organic reaction: reactants, conditions, products, and yield Starting materials: C(C(=C)C)(=O)OCC=CC1=CC=CC=C1 (cinnamyl methacrylate), C(C(=C)C)(=O)OC1=CC=CC2=CC=CC=C12 (1-naphthyl methacrylate), azonitrile, C(C(=C)C)(=O)OCC=CC1=CC=CC=C1 (cinnamyl methacrylate), C(C(=C)C)(=O)OC1=CC=CC2=CC=CC=C12 (1-naphthyl methacrylate), C(C=C)(=O)OCC1=CC=C(C=C1)COC(C=C)=O (p-xylylene diacrylate), COC(C(C1=CC=CC=C1)=O)C1=CC=CC=C1 (benzoin methyl ether), N(=O)C1CCCCC1 (nitrosocyclohexane). The solvent is C1=CC=CC=C1 (benzene), C=1(C(=CC=CC1)C)C (xylene), ClC1=CC=CC2=CC=CC=C12 (1-chloronaphthalene). The product is C(C(=C)C)(=O)OCC=CC1=CC=CC=C1.C(C(=C)C)(=O)OC1=CC=CC2=CC=CC=C12 (cinnamyl methacrylate 1-naphthyl methacrylate). Reaction SMILES: [C:1]([O:6][CH2:7][CH:8]=[CH:9][C:10]1[CH:15]=[CH:14][CH:13]=[CH:12][CH:11]=1)(=[O:5])[C:2]([CH3:4])=[CH2:3].[C:16]([O:21][C:22]1[C:31]2[C:26](=[CH:27][CH:28]=[CH:29][CH:30]=2)[CH:25]=[CH:24][CH:23]=1)(=[O:20])[C:17]([CH3:19])=[CH2:18].C(OCC1C=CC(COC(=O)C=C)=CC=1)(=O)C=C.COC(C1C=CC=CC=1)C(=O)C1C=CC=CC=1.N(C1CCCCC1)=O>ClC1C2C(=CC=CC=2)C=CC=1.C1C=CC=CC=1.C1(C)C(C)=CC=CC=1>[C:1]([O:6][CH2:7][CH:8]=[CH:9][C:10]1[CH:11]=[CH:12][CH:13]=[CH:14][CH:15]=1)(=[O:5])[C:2]([CH3:4])=[CH2:3].[C:16]([O:21][C:22]1[C:31]2[C:26](=[CH:27][CH:28]=[CH:29][CH:30]=2)[CH:25]=[CH:24][CH:23]=1)(=[O:20])[C:17]([CH3:19])=[CH2:18] |f:8.9|. Procedure details: A mixture of 2.00 g poly(cinnamyl methacrylate/-1-naphthyl methacrylate), 1.50 g 1-naphthyl methacrylate, 0.25 g p-xylylene diacrylate, 0.40 g benzoin methyl ether, 0.05 g 20% nitrosocyclohexane dimer in 1-chloronaphthalene, and 3.00 g xylene was prepared. Poly(cinnamyl methacrylate/1-naphthyl methacrylate) was prepared by thermally copolymerizing equal parts of cinnamyl methacrylate and 1-naphthyl methacrylate in a benzene solution using an azonitrile initiator. The polymer was precipitated fro... Reactants: N([C@@H](CC1=CC=C(C=C1)O)C(=O)OC)C(=O)OCC1=CC=CC=C1 (Z-Tyr-OCH3), [H-].[Na+] (sodium hydride), BrCC(=O)OCC1=CC=CC=C1 (benzyl bromoacetate). Solvent: CN(C)C=O (DMF). Run at time 30 minute. The product is N([C@@H](CC1=CC=C(C=C1)OCC(=O)OCC1=CC=CC=C1)C(=O)OC)C(=O)OCC1=CC=CC=C1 (Z-Tyr(CH2COOBzl)-OCH3). The yield is 72.7%. As a reaction SMILES: [NH:1]([C:15]([O:17][CH2:18][C:19]1[CH:24]=[CH:23][CH:22]=[CH:21][CH:20]=1)=[O:16])[C@H:2]([C:11]([O:13][CH3:14])=[O:12])[CH2:3][C:4]1[CH:9]=[CH:8][C:7]([OH:10])=[CH:6][CH:5]=1.[H-].[Na+].Br[CH2:28][C:29]([O:31][CH2:32][C:33]1[CH:38]=[CH:37][CH:36]=[CH:35][CH:34]=1)=[O:30]>CN(C=O)C>[NH:1]([C:15]([O:17][CH2:18][C:19]1[CH:24]=[CH:23][CH:22]=[CH:21][CH:20]=1)=[O:16])[C@H:2]([C:11]([O:13][CH3:14])=[O:12])[CH2:3][C:4]1[CH:5]=[CH:6][C:7]([O:10][CH2:28][C:29]([O:31][CH2:32][C:33]2[CH:38]=[CH:37][CH:36]=[CH:35][CH:34]=2)=[O:30])=[CH:8][CH:9]=1 |f:1.2|. Procedure details: Under ice-cooling condition, to 25 ml of DMF solution containing 5.70 g of Z-Tyr-OCH3 was added 692 mg of sodium hydride (containing 60%) and the mixture was stirred for 30 minutes, then 3.96 g of benzyl bromoacetate was added thereto and the whole mixture was stirred at 50° C. for 1 hour. The reaction mixture was concentrated under reduced pressure and the residue thus obtained was extracted with 100 ml of ethyl acetate. The ethyl acetate layer was washed with water and a saturated sodium chlor... As a reaction SMILES: [C:1]([CH2:9][C:10]#[N:11])(=O)[C:2]1[CH:7]=[CH:6][CH:5]=[CH:4][CH:3]=1.[C:12](#[N:16])[CH2:13][C:14]#[N:15].C([O-])(=O)C.[NH4+].C(O)C>O.Cl>[C:2]1([C:1]([CH2:9][C:10]#[N:11])=[C:13]([C:12]#[N:16])[C:14]#[N:15])[CH:7]=[CH:6][CH:5]=[CH:4][CH:3]=1 |f:2.3|. Reported procedure: A mixture of benzoylacetonitrile (9.94 g, 0.0685 mole), malononitrile (11.3 g, 0.17 mole), ammonium acetate (5.4 g, 0.07 mole) and ethanol (100 mL) was heated at reflux for 1.5 hours. After cooling to room temperature, the reaction mixture was diluted with water (50 mL) and concentrated hydrochloric acid (7.5 mL) was added dropwise over 5 minutes. The resulting precipitate was collected by filtration and washed with water and ligroin. The yield was 10.0 g (76%), m.p. 92°-98° C. Solvent: O (water), Cl (hydrochloric acid). The product is C1(=CC=CC=C1)C(=C(C#N)C#N)CC#N (2-phenyl-1,1,3-tricyano-propene). Starting materials: C(C1=CC=CC=C1)(=O)CC#N (benzoylacetonitrile), C(CC#N)#N (malononitrile), C(C)(=O)[O-].[NH4+] (ammonium acetate), C(C)O (ethanol). The reactants are CC(=O)[O-], Cc1ccccc1, CCOC(C)=O, CCOC(=O)CCCC(=O)C=Cc1ccc(OC)c(OC)c1, [NH4+], O, O=C1CSC(=S)N1. The product is CCOC(=O)CCCC(C=Cc1ccc(OC)c(OC)c1)=C1SC(=S)NC1=O. As a reaction SMILES: [CH3:31][C:32](=[O:33])[O-:34].[CH3:35][c:36]1[cH:37][cH:38][cH:39][cH:40][cH:41]1.[CH3:42][CH2:43][O:44][C:45](=[O:46])[CH3:47].[CH3:8][O:9][c:10]1[cH:11][c:12]([CH:18]=[CH:19][C:20]([CH2:21][CH2:22][CH2:23][C:24](=[O:25])[O:26][CH2:27][CH3:28])=[O:29])[cH:13][cH:14][c:15]1[O:16][CH3:17].[NH4+:30].[OH2:48].[S:1]1[C:2](=[S:3])[NH:4][C:5](=[O:6])[CH2:7]1>>[S:1]1[C:2](=[S:3])[NH:4][C:5](=[O:6])[C:7]1=[C:20]([CH:19]=[CH:18][c:12]1[cH:11][c:10]([O:9][CH3:8])[c:15]([O:16][CH3:17])[cH:14][cH:13]1)[CH2:21][CH2:22][CH2:23][C:24](=[O:25])[O:26][CH2:27][CH3:28]. Starting materials: C(C)(C)(C)OC(=O)N1CCN(CC1)N1CN(C=C2C1=NC=N2)O (4-(6-hydroxy-4-imidazo[4, 5-d]pyrimidinyl )-1-piperazinecarboxylic acid tert-butyl ester), [N+](=O)([O-])C1=CC=C(C=C1)N=C=O (4-nitrophenyl isocyanate), O(C1=CC=CC=C1)C1=CC=C(C=C1)N=C=O (4-phenoxyphenyl isocyanate). Product: O(C1=CC=CC=C1)C1=CC=C(C=C1)NC(=O)N1CCN(CC1)N1CN(C=C2C1=NC=N2)O (N-(4-Phenoxyphenyl)-4-( 6-hydroxy-4-imidazo[4,5-d]-pyrimidinyl)-1-piperazinecarboxamide). As a reaction SMILES: C(O[C:6]([N:8]1[CH2:13][CH2:12][N:11]([N:14]2[C:19]3=[N:20][CH:21]=[N:22][C:18]3=[CH:17][N:16]([OH:23])[CH2:15]2)[CH2:10][CH2:9]1)=[O:7])(C)(C)C.[N+](C1C=CC(N=C=O)=CC=1)([O-])=O.[O:36]([C:43]1[CH:48]=[CH:47][C:46]([N:49]=C=O)=[CH:45][CH:44]=1)[C:37]1[CH:42]=[CH:41][CH:40]=[CH:39][CH:38]=1>>[O:36]([C:43]1[CH:44]=[CH:45][C:46]([NH:49][C:6]([N:8]2[CH2:9][CH2:10][N:11]([N:14]3[C:19]4=[N:20][CH:21]=[N:22][C:18]4=[CH:17][N:16]([OH:23])[CH2:15]3)[CH2:12][CH2:13]2)=[O:7])=[CH:47][CH:48]=1)[C:37]1[CH:42]=[CH:41][CH:40]=[CH:39][CH:38]=1. Procedure details: The target compound was produced in the same manner as in Example 2, except that 4-(6-purinyl)-1-piperazinecarboxylic acid tert-butyl ester was replaced with 4-(6-hydroxy-4-imidazo[4, 5-d]pyrimidinyl )-1-piperazinecarboxylic acid tert-butyl ester produced in Reference Example 11, and that 4-nitrophenyl isocyanate was replaced with 4-phenoxyphenyl isocyanate.